This data is from the Open Reaction Database (ORD), a public repository of structured organic reaction records. The task is: describe an organic reaction: reactants, conditions, products, and yield Reactants: [Al+3], [Cl-], [Cl-], [Cl-], O=C(Cl)C(=O)Cl, ClCCl, O=C(O)CCc1cccc(F)c1F, CN(C)C=O, O. The product is O=C1CCc2c1ccc(F)c2F. RXN SMILES: [Al+3:26].[Cl-:25].[Cl-:27].[Cl-:28].[Cl:14][C:15]([C:16]([Cl:17])=[O:18])=[O:19].[Cl:29][CH2:30][Cl:31].[F:1][c:2]1[c:3]([CH2:9][CH2:10][C:11](=[O:12])[OH:13])[cH:4][cH:5][cH:6][c:7]1[F:8].[O:20]=[CH:21][N:22]([CH3:23])[CH3:24].[OH2:32]>>[F:1][c:2]1[c:3]2[c:4]([cH:5][cH:6][c:7]1[F:8])[C:11](=[O:13])[CH2:10][CH2:9]2. Starting materials: C1(=CC=CC=C1)C1=NCC(NC2=C1C=CC=C2)=S (5-phenyl-1,3-dihydro-2H-1,4-benzodiazepine-2-thione), O.NN (hydrazine hydrate). The solvent is CO (methanol). The product is C1(=CC=CC=C1)C1=NCC(=NC2=C1C=CC=C2)NN (5-phenyl-3H-1,4-benzodiazepin-2-yl hydrazine). Reaction SMILES: [C:1]1([C:7]2[C:13]3[CH:14]=[CH:15][CH:16]=[CH:17][C:12]=3[NH:11][C:10](=S)[CH2:9][N:8]=2)[CH:6]=[CH:5][CH:4]=[CH:3][CH:2]=1.O.[NH2:20][NH2:21]>CO>[C:1]1([C:7]2[C:13]3[CH:14]=[CH:15][CH:16]=[CH:17][C:12]=3[N:11]=[C:10]([NH:20][NH2:21])[CH2:9][N:8]=2)[CH:6]=[CH:5][CH:4]=[CH:3][CH:2]=1 |f:1.2|. Reported procedure: A stirred mixture of 5-phenyl-1,3-dihydro-2H-1,4-benzodiazepine-2-thione (7.45 g., 0.03 mole) in methanol (300 ml.) was allowed to react with hydrazine hydrate (6.0 g., 0.12 mole) to give 5-phenyl-3H-1,4-benzodiazepin-2-yl hydrazine as an oil. A solution of thio material in tetrahydrofuran (75 ml.) was cooled in an ice bath and treated with a solution of chloroacetyl chloride (3.39 g., 0.03 mole) in tetrahydrofuran (25 ml.) to give 6.43 g. of chloroacetic acid, 2-(5-phenyl-3H-1,4-benzodiazepin-2... Starting materials: OO (hydrogen peroxide), solution, OO (hydrogen peroxide), Cl.Cl.N1=C(NC2=C1C=CC=C2)NC=2NCCN2 (2-(2-Benzimidazolyl) amino-2-imidazoline dihydrochloride). The solvent is Cl (hydrochloric acid), O (Water), O (water). Reaction conditions: temperature 70 celsius. Product: ClC1=CC2=C(N=C(N2)NC=2NCCN2)C=C1Cl (2-(5,6-dichloro-2-benzimidazolyl) amino-2-imidazoline). As a reaction SMILES: [ClH:1].[ClH:2].[N:3]1[C:7]2[CH:8]=[CH:9][CH:10]=[CH:11][C:6]=2[NH:5][C:4]=1[NH:12][C:13]1[NH:14][CH2:15][CH2:16][N:17]=1.OO>Cl.O>[Cl:1][C:10]1[C:9]([Cl:2])=[CH:8][C:7]2[N:3]=[C:4]([NH:12][C:13]3[NH:14][CH2:15][CH2:16][N:17]=3)[NH:5][C:6]=2[CH:11]=1 |f:0.1.2|. Reported procedure: 2-(2-Benzimidazolyl) amino-2-imidazoline dihydrochloride (13.7g, 0.05 mol) was dissolved in concentrated hydrochloric acid (100 ml) and water (100 ml). The solution was stirred and heated to 70°C. A 10% solution of hydrogen peroxide (27 ml) was added dropwise over 10 minutes resulting in precipitation of a white solid. Water (100 ml) was added to cool the reaction mixture to 60°C. A further quantity of 10% hydrogen peroxide (10.5 ml; 10% excess in all) was added. The reaction mixture was heated ... The reactants are CCOC(=O)c1cn2cc(F)ccc2n1, Cl. The product is O=C(O)c1cn2cc(F)ccc2n1. RXN SMILES: [CH2:1]([CH3:2])[O:3][C:4](=[O:5])[c:6]1[n:7][c:8]2[n:9]([cH:10][c:11]([F:14])[cH:12][cH:13]2)[cH:15]1.[ClH:16]>>[O:3]=[C:4]([OH:5])[c:6]1[n:7][c:8]2[n:9]([cH:10][c:11]([F:14])[cH:12][cH:13]2)[cH:15]1. Reactants: [Li+], COC(=O)c1cccc(CN2C(=O)C3(COc4cc5c(cc43)CCO5)c3ccccc32)c1, C1CCOC1, [OH-], O, O. Yields the product O=C(O)c1cccc(CN2C(=O)C3(COc4cc5c(cc43)CCO5)c3ccccc32)c1. RXN SMILES: [Li+:35].[O:1]=[C:2]1[N:3]([CH2:22][c:23]2[cH:24][c:25]([C:26](=[O:27])[O:28][CH3:29])[cH:30][cH:31][cH:32]2)[c:4]2[cH:5][cH:6][cH:7][cH:8][c:9]2[C:10]12[c:11]1[c:12]([cH:15][c:16]3[c:20]([cH:21]1)[CH2:19][CH2:18][O:17]3)[O:13][CH2:14]2.[O:36]1[CH2:37][CH2:38][CH2:39][CH2:40]1.[OH-:34].[OH2:33].[OH2:41]>>[O:1]=[C:2]1[N:3]([CH2:22][c:23]2[cH:24][c:25]([C:26](=[O:27])[OH:28])[cH:30][cH:31][cH:32]2)[c:4]2[cH:5][cH:6][cH:7][cH:8][c:9]2[C:10]12[c:11]1[c:12]([cH:15][c:16]3[c:20]([cH:21]1)[CH2:19][CH2:18][O:17]3)[O:13][CH2:14]2. Reactants: [N+](=O)([O-])C1=CC=C(CC2S[C@H]3N(C(=C2Cl)C(=O)[O-])C(C3NC(C(=NOCCC)C=3N=C(SC3)NC=O)=O)=O)C=C1 (4-nitrobenzyl-7-[2-(2-formamidothiazol-4-yl)-2-n-propoxyiminoacetamido]-3-chloro-3-cephem-4-carboxylate), CO (methanol), O (water). The reagents and catalysts are [C].[Pd] (palladium carbon). The solvent is O1CCCC1 (tetrahydrofuran). Product: C(=O)NC=1SC=C(N1)C(C(=O)NC1[C@@H]2N(C(=C(CS2)Cl)C(=O)O)C1=O)=NOCCC (7-[2-(2-formamidothiazol-4-yl)-2-n-propoxyiminoacetamido]-3-chloro-3-cephem-4-carboxylic acid). The yield is 85.5%. As a reaction SMILES: [N+](C1C=CC(C[CH:9]2[C:14]([Cl:15])=[C:13]([C:16]([O-:18])=[O:17])[N:12]3[C:19](=[O:38])[CH:20]([NH:21][C:22](=[O:37])[C:23]([C:29]4[N:30]=[C:31]([NH:34][CH:35]=[O:36])[S:32][CH:33]=4)=[N:24][O:25][CH2:26][CH2:27][CH3:28])[C@H:11]3[S:10]2)=CC=1)([O-])=O.CO.O>[C].[Pd].O1CCCC1>[CH:35]([NH:34][C:31]1[S:32][CH:33]=[C:29]([C:23](=[N:24][O:25][CH2:26][CH2:27][CH3:28])[C:22]([NH:21][CH:20]2[C:19](=[O:38])[N:12]3[C:13]([C:16]([OH:18])=[O:17])=[C:14]([Cl:15])[CH2:9][S:10][C@H:11]23)=[O:37])[N:30]=1)=[O:36] |f:3.4|. Procedure: A suspension of 4-nitrobenzyl-7-[2-(2-formamidothiazol-4-yl)-2-n-propoxyiminoacetamido]-3-chloro-3-cephem-4-carboxylate (syn isomer, 2.4 g.), 10% palladium carbon (1.0 g.), methanol (24 ml.), water (3.6 ml.) and tetrahydrofuran (48 ml.) was subjected to catalytic reduction under ordinary pressure at room temperature. After removing insoluble substance by filtration, the filtrate was concentrated in vacuo. Water and ethyl acetate were added to the residue, and adjusted to pH 8 with a saturated aq...